Dataset: the Open Reaction Database (ORD), a public repository of structured organic reaction records. Task: describe an organic reaction: reactants, conditions, products, and yield Starting materials: C(C)(C)(C)OC(=O)N1CC(CCC1)OS(=O)(=O)C (1-(tert-Butoxycarbonyl)-3-(methanesulfonyloxy)piperidine), [N-]=[N+]=[N-].[Na+] (NaN3), O (water). Run in CN(C)C=O (DMF). Run at temperature 70 celsius, time 48 hour. Product: N(=[N+]=[N-])C1CN(CCC1)C(=O)OC(C)(C)C (3-Azido-1-(tert-butoxycarbonyl)piperidine). The yield is 98.1%. As a reaction SMILES: [C:1]([O:5][C:6]([N:8]1[CH2:13][CH2:12][CH2:11][CH:10](OS(C)(=O)=O)[CH2:9]1)=[O:7])([CH3:4])([CH3:3])[CH3:2].[N-:19]=[N+:20]=[N-:21].[Na+].O>CN(C=O)C>[N:19]([CH:10]1[CH2:11][CH2:12][CH2:13][N:8]([C:6]([O:5][C:1]([CH3:4])([CH3:3])[CH3:2])=[O:7])[CH2:9]1)=[N+:20]=[N-:21] |f:1.2|. Procedure details: A mixture of the title compound of Example 2 (45.1 g, 205 mmol) and NaN3 (39.9 g, 614 mmol, 3.0 eq) in DMF (200 mL) was heated and stirred at 70° C. for 48 h when TLC (solvent system C) indicated the reaction to be complete. The reaction mixture was cooled to rt and poured into cold water (200 mL). The aqueous mixture was extracted with Et2O (500 mL) and the organic extract was back-washed with water (2×100 mL), dried (Na2SO4) and the solvent was evaporated in vacuo to afford the title compound ... Starting materials: C(CC(C)C)(=O)N[C@@H]([C@@H](C)CC)C(=O)O (N-(isovaleryl)-L-isoleucine), C(=O)(OC(C)(C)C)N[C@@H](C)C(=O)O (N-BOC-L-alanine), EtOAc hexanes, Cl.C(C(C)C)OC([C@@H](N)C)=O (L-alanine iso-butyl ester hydrochloride). The reagents and catalysts are CN(C)C=1C=CN=CC1 (DMAP). Solvent: CC(CO)C (2-methyl-1-propanol). Product: C(C(C)C)OC([C@@H](NC([C@@H](NC(CC(C)C)=O)[C@@H](C)CC)=O)C)=O (N-[N(Isovaleryl)-L-isoleucinyl]-L-alanine iso-butyl Ester). Reaction SMILES: [C:1]([NH:7][C@H:8]([C:13]([OH:15])=O)[C@H:9]([CH2:11][CH3:12])[CH3:10])(=[O:6])[CH2:2][CH:3]([CH3:5])[CH3:4].Cl.[CH2:17]([O:21][C:22](=[O:26])[C@H:23]([CH3:25])[NH2:24])[CH:18]([CH3:20])[CH3:19].C(N[C@H](C(O)=O)C)(OC(C)(C)C)=O>CN(C1C=CN=CC=1)C.CC(C)CO>[CH2:17]([O:21][C:22](=[O:26])[C@H:23]([CH3:25])[NH:24][C:13](=[O:15])[C@H:8]([C@H:9]([CH2:11][CH3:12])[CH3:10])[NH:7][C:1](=[O:6])[CH2:2][CH:3]([CH3:4])[CH3:5])[CH:18]([CH3:20])[CH3:19] |f:1.2|. Procedure: Following General Procedure C and using N-(isovaleryl)-L-isoleucine (prepared from isovaleric acid (Aldrich) and L-isoleucine methyl ester hydrochloride (Aldrich) using General Procedure C, followed by hydrolysis using General Procedure AF) and L-alanine iso-butyl ester hydrochloride (prepared from N-BOC-L-alanine (Sigma) and 2-methyl-1-propanol (Aldrich) using General Procedure C (with catalystic DMAP), followed by removal of the BOC-group using General Procedure P), the title compound was prep...